Dataset: the Open Reaction Database (ORD), a public repository of structured organic reaction records. Task: describe an organic reaction: reactants, conditions, products, and yield Starting materials: O=C([O-])[O-], CN(C)C=O, O=[N+]([O-])c1cc(O)c(Cl)cc1F, CCCCCOC(=O)CCl, [K+], [K+], O. Product: CCCCCOC(=O)COc1cc([N+](=O)[O-])c(F)cc1Cl. RXN SMILES: [C:13](=[O:14])([O-:15])[O-:16].[CH3:19][N:20]([CH3:21])[CH:22]=[O:23].[Cl:1][c:2]1[c:3]([OH:12])[cH:4][c:5]([N+:9](=[O:10])[O-:11])[c:6]([F:8])[cH:7]1.[Cl:24][CH2:25][C:26](=[O:27])[O:28][CH2:29][CH2:30][CH2:31][CH2:32][CH3:33].[K+:17].[K+:18].[OH2:34]>>[Cl:1][c:2]1[c:3]([O:12][CH2:25][C:26](=[O:27])[O:28][CH2:29][CH2:30][CH2:31][CH2:32][CH3:33])[cH:4][c:5]([N+:9](=[O:10])[O-:11])[c:6]([F:8])[cH:7]1.